Dataset: the Open Reaction Database (ORD), a public repository of structured organic reaction records. Task: describe an organic reaction: reactants, conditions, products, and yield Starting materials: [BH4-], CN, CO, [Na+], CC(=O)c1ccc(-c2ccnc(Nc3ccc4c(c3)OCCO4)c2)cc1. Product: CC(O)c1ccc(-c2ccnc(Nc3ccc4c(c3)OCCO4)c2)cc1. RXN SMILES: [BH4-:29].[CH3:27][NH2:28].[CH3:31][OH:32].[Na+:30].[O:1]1[CH2:2][CH2:3][O:4][c:5]2[c:6]1[cH:7][cH:8][c:9]([NH:11][c:12]1[n:13][cH:14][cH:15][c:16](-[c:18]3[cH:19][cH:20][c:21]([C:24]([CH3:25])=[O:26])[cH:22][cH:23]3)[cH:17]1)[cH:10]2>>[O:1]1[CH2:2][CH2:3][O:4][c:5]2[c:6]1[cH:7][cH:8][c:9]([NH:11][c:12]1[n:13][cH:14][cH:15][c:16](-[c:18]3[cH:19][cH:20][c:21]([CH:24]([CH3:25])[OH:26])[cH:22][cH:23]3)[cH:17]1)[cH:10]2. The reactants are CC=1NC(=C(C(C1C(=O)O)C1=CC(=CC=C1)[N+](=O)[O-])C(=O)OC)C (1,4-dihydro-2,6-dimethyl-5-methoxycabonyl-4-(3-nitrophenyl)pyridine-3-carboxylic acid), N1C(=NC=C1)CC1=CC=C(C=C1)/C=C/CO ((E)-3-{4-(1-imidazolylmethyl)-phenyl}-2-propen-1-ol), C1(CCCCC1)N=C=NC1CCCCC1 (dicyclohexylcarbodiimide), 4-N,N-dimethylaminopyridine. The solvent is C1(=CC=CC=C1)C (toluene). The product is CC=1NC(=C(C(C1C(=O)OC\C(=C\C1=CC=C(C=C1)CC=1NC=CN1)\C)C1=CC(=CC=C1)[N+](=O)[O-])C(=O)OC)C ((E)-3-[4-(1-imidazolylmethyl)phenyl]-2-methyl-2-propen-1-yl methyl 1,4-dihydro-2,6-dimethyl-4-(3-nitrophenyl)-pyridine-3,5-dicarboxylate). As a reaction SMILES: [CH3:1][C:2]1[NH:3][C:4]([CH3:24])=[C:5]([C:20]([O:22][CH3:23])=[O:21])[CH:6]([C:11]2[CH:16]=[CH:15][CH:14]=[C:13]([N+:17]([O-:19])=[O:18])[CH:12]=2)[C:7]=1[C:8]([OH:10])=[O:9].[NH:25]1[CH:29]=[CH:28][N:27]=[C:26]1[CH2:30][C:31]1[CH:36]=[CH:35][C:34](/[CH:37]=[CH:38]/[CH2:39]O)=[CH:33][CH:32]=1.[CH:41]1(N=C=NC2CCCCC2)CCCCC1>C1(C)C=CC=CC=1>[CH3:1][C:2]1[NH:3][C:4]([CH3:24])=[C:5]([C:20]([O:22][CH3:23])=[O:21])[CH:6]([C:11]2[CH:16]=[CH:15][CH:14]=[C:13]([N+:17]([O-:19])=[O:18])[CH:12]=2)[C:7]=1[C:8]([O:10][CH2:41]/[C:38](/[CH3:39])=[CH:37]/[C:34]1[CH:35]=[CH:36][C:31]([CH2:30][C:26]2[NH:27][CH:28]=[CH:29][N:25]=2)=[CH:32][CH:33]=1)=[O:9]. Procedure details: 332 mg (1 mM) of 1,4-dihydro-2,6-dimethyl-5-methoxycabonyl-4-(3-nitrophenyl)pyridine-3-carboxylic acid together with 228 mg (1 mM) of (E)-3-{4-(1-imidazolylmethyl)-phenyl}-2-propen-1-ol, 248 mg (1.2 mM) of dicyclohexylcarbodiimide and 134 mg (1.1 mM) of 4-N,N-dimethylaminopyridine were dissolved in 5 ml of toluene, while heating, and refluxed for six hours. The solution was cooled in room temperature, and the crystals produced were filtered off. The filtrate was washed with water and dried over ... Starting materials: C1(CCCCC1)OCCO (2-(cyclohexyloxy)-1-ethanol), C1(=CC=C(C=C1)S(=O)(=O)Cl)C (p-toluenesulfonyl chloride). Reagents/catalysts: CN(C1=CC=NC=C1)C (4-(dimethylamino)pyridine). The solvent is N1=CC=CC=C1 (pyridine). Reaction conditions: time 16 hour. Product: C1(CCCCC1)OCCOS(=O)(=O)C1=CC=C(C=C1)C (2-(Cyclohexyloxy)ethyl-4-methylbenzenesulfonate). The yield is 54.5%. RXN SMILES: [CH:1]1([O:7][CH2:8][CH2:9][OH:10])[CH2:6][CH2:5][CH2:4][CH2:3][CH2:2]1.[C:11]1([CH3:21])[CH:16]=[CH:15][C:14]([S:17](Cl)(=[O:19])=[O:18])=[CH:13][CH:12]=1>N1C=CC=CC=1.CN(C)C1C=CN=CC=1>[CH:1]1([O:7][CH2:8][CH2:9][O:10][S:17]([C:14]2[CH:15]=[CH:16][C:11]([CH3:21])=[CH:12][CH:13]=2)(=[O:19])=[O:18])[CH2:6][CH2:5][CH2:4][CH2:3][CH2:2]1. Procedure details: To a solution of 2-(cyclohexyloxy)-1-ethanol (200 mg, 1.39 mmol) in pyridine (10 mL) at 0° C. was added p-toluenesulfonyl chloride (292 mg, 1.53 mmol) portionwise followed by 4-(dimethylamino)pyridine (a few crystals) and the mixture was stirred at room temperature for 16 hours. The solvent was removed in vacuo to give a crude residue that was partitioned between dichloromethane and 2N aqueous hydrochloric acid. The two layers were separated and the organic layer was dried over sodium sulfate, f...